Dataset: the Open Reaction Database (ORD), a public repository of structured organic reaction records. Task: describe an organic reaction: reactants, conditions, products, and yield The reactants are solution, CC(C)(C)[O-].[K+] (t-BuOK), FC(C(C(F)(F)F)(O)C1=CC=C(C=C1)C=C)(F)F (1,1,1,3,3,3-Hexafluoro-2-(4-vinylphenyl)-2-propanol), BrCC(=O)OC(C)(C)C (t-butyl bromoacetate). Run in C1CCOC1 (THF), C1CCOC1 (THF). Conditions: time 30 minute. Product: FC(C(OCC(=O)OC(C)(C)C)(C1=CC=C(C=C1)C=C)C(F)(F)F)(F)F (tert-Butyl [2,2,2-Trifluoro-1-trifluoromethyl-1-(4-vinylphenyl)ethoxy]acetate). Yield: 102.0%. RXN SMILES: CC([O-])(C)C.[K+].[F:7][C:8]([F:24])([F:23])[C:9]([C:15]1[CH:20]=[CH:19][C:18]([CH:21]=[CH2:22])=[CH:17][CH:16]=1)([OH:14])[C:10]([F:13])([F:12])[F:11].Br[CH2:26][C:27]([O:29][C:30]([CH3:33])([CH3:32])[CH3:31])=[O:28]>C1COCC1>[F:7][C:8]([F:23])([F:24])[C:9]([C:10]([F:12])([F:11])[F:13])([C:15]1[CH:20]=[CH:19][C:18]([CH:21]=[CH2:22])=[CH:17][CH:16]=1)[O:14][CH2:26][C:27]([O:29][C:30]([CH3:33])([CH3:32])[CH3:31])=[O:28] |f:0.1|. Reported procedure: A 1M solution of t-BuOK in THF (25.00 mL, 25.00 mmol) was slowly added to a solution of 1,1,1,3,3,3-Hexafluoro-2-(4-vinylphenyl)-2-propanol (5.48 g, 20.30 mmol) in THF (25 mL). The reaction mixture was allowed to stir at room temperature for 30 min, then cooled to −78° C. using a dry ice /acetone bath followed by the addition of t-butyl bromoacetate (3.75 mL, 25.40 mmol). The reaction mixture was allowed to slowly warm to room temperature overnight, concentrated, diluted with hexane, filtered th...